This data is from the Open Reaction Database (ORD), a public repository of structured organic reaction records. The task is: describe an organic reaction: reactants, conditions, products, and yield Starting materials: NCc1cccc(C(F)(F)F)c1, O=C1CCC(=O)O1. Yields the product O=C(O)CCC(=O)NCc1cccc(C(F)(F)F)c1. RXN SMILES: [F:1][C:2]([c:3]1[cH:4][c:5]([CH2:9][NH2:10])[cH:6][cH:7][cH:8]1)([F:11])[F:12].[O:13]=[C:14]1[CH2:15][CH2:16][C:17](=[O:18])[O:19]1>>[F:1][C:2]([c:3]1[cH:4][c:5]([CH2:9][NH:10][C:17]([CH2:16][CH2:15][C:14](=[O:13])[OH:19])=[O:18])[cH:6][cH:7][cH:8]1)([F:11])[F:12]. As a reaction SMILES: [NH2:1][C:2]1[CH:3]=[C:4]([C:8]([C:10]2[C:18]3[CH:17]=[N:16][CH:15]=[N:14][C:13]=3[N:12]([CH:19]([CH3:21])[CH3:20])[CH:11]=2)=[O:9])[CH:5]=[N:6][CH:7]=1.[CH:22]1([N:25]2[C:29]([C:30]([F:33])([F:32])[F:31])=[C:28]([CH2:34][C:35](O)=[O:36])[CH:27]=[N:26]2)[CH2:24][CH2:23]1.CCCP(O)(O)=O>C1COCC1>[CH:22]1([N:25]2[C:29]([C:30]([F:32])([F:31])[F:33])=[C:28]([CH2:34][C:35]([NH:1][C:2]3[CH:7]=[N:6][CH:5]=[C:4]([C:8]([C:10]4[C:18]5[CH:17]=[N:16][CH:15]=[N:14][C:13]=5[N:12]([CH:19]([CH3:21])[CH3:20])[CH:11]=4)=[O:9])[CH:3]=3)=[O:36])[CH:27]=[N:26]2)[CH2:23][CH2:24]1. Procedure: To a solution of (5-Amino-pyridin-3-yl)-(7-isopropyl-7H-pyrrolo[2,3-d]pyrimidin-5-yl)-methanone (Preparation 95, 50 mg, 0.17 mmol), (1-Cyclopropyl-5-trifluoromethyl-1H-pyrazol-4-yl)-acetic acid (Preparation 141, 47.1 mg, 0.21 mmol) and TEA (0.08 mL, 0.62 mmol) in THF (1 mL), 1-propylphosphonic acid cyclic anhydride (50% solution in EtOAc, 0.26 mL, 0.44 mmol) was added and the mixture was stirred at room temperature for 14 hours. The reaction mixture was evaporated under reduced pressure and the ... The product is C1(CC1)N1N=CC(=C1C(F)(F)F)CC(=O)NC=1C=NC=C(C1)C(=O)C1=CN(C=2N=CN=CC21)C(C)C (2-(1-Cyclopropyl-5-trifluoromethyl-1H-pyrazol-4-yl)-N-[5-(7-isopropyl-7H-pyrrolo[2,3-d]pyrimidine-5-carbonyl)-pyridin-3-yl]-acetamide). Conditions: time 14 hour. The reactants are NC=1C=C(C=NC1)C(=O)C1=CN(C=2N=CN=CC21)C(C)C ((5-Amino-pyridin-3-yl)-(7-isopropyl-7H-pyrrolo[2,3-d]pyrimidin-5-yl)-methanone), C1(CC1)N1N=CC(=C1C(F)(F)F)CC(=O)O ((1-Cyclopropyl-5-trifluoromethyl-1H-pyrazol-4-yl)-acetic acid), TEA, CCCP(=O)(O)O (1-propylphosphonic acid cyclic anhydride). Run in C1CCOC1 (THF). Isolated yield 76.0%. Reactants: O (H2O), ClC1=C2CCN(C2=CC=C1F)[C@H](C(=O)NC1=NC=C(C=C1)S(NC=1SC=CN1)(=O)=O)CCO ((S)-2-(4-chloro-5-fluoroindolin-1-yl)-4-hydroxy-N-(5-(N-thiazol-2-ylsulfamoyl)pyridine-2-yl)butanamide), C(C)(C)(C)OC(=O)N=NC(=O)OC(C)(C)C (di-tert-butyl-azodicarboxylate), C(CCC)P(CCCC)CCCC (tributylphosphine). The solvent is C1CCOC1 (THF), C1CCOC1 (THF). Reaction conditions: temperature 0 celsius, time 5 minute. The product is ClC1=C2CCN(C2=CC=C1F)[C@@H]1C(N(CC1)C1=CC=C(C=N1)S(=O)(=O)NC=1SC=CN1)=O ((S)-6-(3-(4-chloro-5-fluoroindolin-1-yl)-2-oxopyrrolidin-1-yl)-N-(thiazol-2-yl)pyridine-3-sulfonamide). Reaction SMILES: C(OC(N=NC(OC(C)(C)C)=O)=O)(C)(C)C.C(P(CCCC)CCCC)CCC.[Cl:30][C:31]1[C:39]([F:40])=[CH:38][CH:37]=[C:36]2[C:32]=1[CH2:33][CH2:34][N:35]2[C@@H:41]([CH2:60][CH2:61]O)[C:42]([NH:44][C:45]1[CH:50]=[CH:49][C:48]([S:51](=[O:59])(=[O:58])[NH:52][C:53]2[S:54][CH:55]=[CH:56][N:57]=2)=[CH:47][N:46]=1)=[O:43].O>C1COCC1>[Cl:30][C:31]1[C:39]([F:40])=[CH:38][CH:37]=[C:36]2[C:32]=1[CH2:33][CH2:34][N:35]2[C@H:41]1[CH2:60][CH2:61][N:44]([C:45]2[N:46]=[CH:47][C:48]([S:51]([NH:52][C:53]3[S:54][CH:55]=[CH:56][N:57]=3)(=[O:59])=[O:58])=[CH:49][CH:50]=2)[C:42]1=[O:43]. Procedure details: Prepared using General Procedure 3. To a stirring solution of di-tert-butyl-azodicarboxylate (44 mg, 0.05 mmol) and THF (0.5 mL), under N2, at 0° C., was added tributylphosphine (48 mg, 0.19 mmol), dropwise over 5 minutes. The colourless solution was stirred at 0° C. for 30 minutes. A solution of (S)-2-(4-chloro-5-fluoroindolin-1-yl)-4-hydroxy-N-(5-(N-thiazol-2-ylsulfamoyl)pyridine-2-yl)butanamide (24 mg, 0.05 mmol) in THF (0.5 mL) was added dropwise over 5 minutes. The solution was stirred at a... The reactants are C(C1=CC=CC=C1)(=O)C=1N(C=CC1)N1C(C=2C(C1=O)=CC=CC2)=O (2-benzoyl-1-phthalimidopyrrole), CN (methylamine). Run in C(C)O (ethanol), O (water). Reaction conditions: time 2 hour. The product is NN1C(=CC=C1)C(C1=CC=CC=C1)=O (1-Amino-2-benzoylpyrrole). Isolated yield 102.5%. RXN SMILES: [C:1]([C:9]1[N:10]([N:14]2C(=O)C3=CC=CC=C3C2=O)[CH:11]=[CH:12][CH:13]=1)(=[O:8])[C:2]1[CH:7]=[CH:6][CH:5]=[CH:4][CH:3]=1.CN>C(O)C.O>[NH2:14][N:10]1[CH:11]=[CH:12][CH:13]=[C:9]1[C:1](=[O:8])[C:2]1[CH:3]=[CH:4][CH:5]=[CH:6][CH:7]=1. Reported procedure: To a suspension of 2-benzoyl-1-phthalimidopyrrole (35 g, 0.11 mole) in 350 ml ethanol was slowly added 45 ml methylamine (40% solution in water). After stirring two hours at ambient temperature, the mixture was diluted with 40 ml water and extracted with ether. The ether extract was washed with water and saturated NaCl solution, dried over anhydrous MgSO4, filtered and evaporated to 28 g oil which upon trituration with hexanes gave 21 g (99%) solid, m.p. 65°-69°. 3.5 g of this material was purif... Starting materials: CN(C)CCCc1c(CO)[nH]c2ccccc12, ClCCl. The product is CN(C)CCCc1c(C=O)[nH]c2ccccc12. RXN SMILES: [CH3:1][N:2]([CH2:3][CH2:4][CH2:5][c:6]1[c:7]([CH2:15][OH:16])[nH:8][c:9]2[cH:10][cH:11][cH:12][cH:13][c:14]12)[CH3:17].[Cl:18][CH2:19][Cl:20]>>[CH3:1][N:2]([CH2:3][CH2:4][CH2:5][c:6]1[c:7]([CH:15]=[O:16])[nH:8][c:9]2[cH:10][cH:11][cH:12][cH:13][c:14]12)[CH3:17].